From a dataset of the Open Reaction Database (ORD), a public repository of structured organic reaction records. describe an organic reaction: reactants, conditions, products, and yield Reactants: CN(C)CC1=CC(=CS1)CSCCN (2-[(5-dimethylaminomethyl-3-thienyl)methylthio]ethylamine), NC1=C(C(C1=O)=O)OC (1-amino-2-methoxycyclobutene-3,4-dione). The solvent is CO (methanol). Product: NC1=C(C(C1=O)=O)NCCSCC1=CSC(=C1)CN(C)C (1-Amino-2-{2-[(5-dimethylaminomethyl-3-thienyl)methylthio]ethylamino}cyclobutene-3,4-dione). Yield: 46.0%. Reaction SMILES: [CH3:1][N:2]([CH2:4][C:5]1[S:9][CH:8]=[C:7]([CH2:10][S:11][CH2:12][CH2:13][NH2:14])[CH:6]=1)[CH3:3].[NH2:15][C:16]1[C:19](=[O:20])[C:18](=[O:21])[C:17]=1OC>CO>[NH2:15][C:16]1[C:19](=[O:20])[C:18](=[O:21])[C:17]=1[NH:14][CH2:13][CH2:12][S:11][CH2:10][C:7]1[CH:6]=[C:5]([CH2:4][N:2]([CH3:1])[CH3:3])[S:9][CH:8]=1. Reported procedure: A mixture of 2-[(5-dimethylaminomethyl-3-thienyl)methylthio]ethylamine (2.11 g, 8.68 mmoles) [prepared according to the procedure described in published European Patent Application No. 27,744] and 1-amino-2-methoxycyclobutene-3,4-dione (1.10 g, 8.68 mmoles) in methanol was stirred at ambient temperature for 18 hours and filtered. The crude product was recrystallized from 2-methoxyethanol to yield 1.30 g of the title compound as a colorless solid, m.p. 234°-236°. Starting materials: Cl.O(C1=CC=CC=C1)C1=CC=C(C=C1)S(=O)(=O)CC1(CCN(CC1)CC#C)C(=O)O (4-[[(4-phenoxyphenyl)-sulfonyl]-methyl]-1-(2-propynyl)-4-piperidinecarboxylic acid, monohydrochloride), CN1CCOCC1 (4-methylmorpholine), NO (hydroxylamine), Cl.CN(CCCN=C=NCC)C (1-(3-dimethylaminopropyl)-3-ethylcarbodiimide hydrochloride). Solvent: CN(C)C=O (DMF), O (H2O), O (H2O). Reaction conditions: time 48 hour. Product: hydroxamate, Cl.ONC(=O)C1(CCN(CC1)CC#C)CS(=O)(=O)C1=CC=C(C=C1)OC1=CC=CC=C1 (N-hydroxy-4-[[(4-phenoxyphenyl)-sulfonyl]-methyl]-1-(2-propynyl)-4-piperidinecarboxamide, monohydrochloride). RXN SMILES: [ClH:1].[O:2]([C:9]1[CH:14]=[CH:13][C:12]([S:15]([CH2:18][C:19]2([C:28]([OH:30])=O)[CH2:24][CH2:23][N:22]([CH2:25][C:26]#[CH:27])[CH2:21][CH2:20]2)(=[O:17])=[O:16])=[CH:11][CH:10]=1)[C:3]1[CH:8]=[CH:7][CH:6]=[CH:5][CH:4]=1.Cl.CN(C)CCCN=C=NCC.CN1CCOCC1.[NH2:50][OH:51]>CN(C=O)C.O>[ClH:1].[OH:51][NH:50][C:28]([C:19]1([CH2:18][S:15]([C:12]2[CH:13]=[CH:14][C:9]([O:2][C:3]3[CH:4]=[CH:5][CH:6]=[CH:7][CH:8]=3)=[CH:10][CH:11]=2)(=[O:16])=[O:17])[CH2:24][CH2:23][N:22]([CH2:25][C:26]#[CH:27])[CH2:21][CH2:20]1)=[O:30] |f:0.1,2.3,8.9|. Procedure details: Part H: To a solution of the carboxylic acid of Part G (460 mg, 1.1 mmol) in DMF (10 mL) was added N-hydroxbenzotriazole.H2O (180 mg, 1.33 mmol) and after 5 minutes of stirring was added 1-(3-dimethylaminopropyl)-3-ethylcarbodiimide hydrochloride (299 mg, 1.56 mmol). After 10 additional minutes 4-methylmorpholine (0.49 mL, 4.45 mmol) and 50% aqueous hydroxylamine (0.22 mL, 3.34 mmol) and the solution stirred for 24 hours. An additional aliquot of each reagent was added and the solution stirred f...